This data is from the Open Reaction Database (ORD), a public repository of structured organic reaction records. The task is: describe an organic reaction: reactants, conditions, products, and yield Starting materials: urea-formaldehyde resin, NC(=O)N (urea), N1=C(N)N=C(N)N=C1N (melamine). The solvent is O (water), O (water), O (water). Product: C=O.N1=C(N)N=C(N)N=C1N (melamine-formaldehyde). RXN SMILES: N[C:2](N)=[O:3].[N:5]1[C:12]([NH2:13])=[N:11][C:9]([NH2:10])=[N:8][C:6]=1[NH2:7]>O>[CH2:2]=[O:3].[N:5]1[C:12]([NH2:13])=[N:11][C:9]([NH2:10])=[N:8][C:6]=1[NH2:7] |f:3.4|. Procedure: Similarly, a suitable urea-formaldehyde resin syrup may be prepared by substituting an equivalent molar quantity of urea for the melamine. The thermosetting resinous condensate of the present invention is employed in the form of an aqueous dispersion, clear or turbid, aqueous solution, or solid suspension in water of a partially-condensed, highly cross-linkable resin. The solution, dispersion or suspension are capable of being diluted up to at least twice their volume with water before any appre... Reactants: ClCCC(=O)NC1=CC=CC=2C(C3=CC=CC(=C3C(C12)=O)NC(CCCl)=O)=O (1,8-Bis(3-chloropropionamido)anthraquinone), ClCCC(=O)NC1=CC=CC=2C(C3=CC=CC(=C3C(C12)=O)NC(CCCl)=O)=O (1,8-Bis(3-chloropropionamido)anthraquinone), N1=CC=CC=C1 (pyridine), C(CC)NCCC (dipropylamine), ice water, C1CCOC1 (THF). Run at time 6 hour. Yields the product C(CC)N(C(C(=O)NC1=CC=CC=2C(C3=CC=CC(=C3C(C12)=O)NC(C(C)N(CCC)CCC)=O)=O)C)CCC (1,8-Bis[2-(dipropylamino) propionamido]anthraquinone). The yield is 79.0%. Reaction SMILES: Cl[CH2:2][CH2:3][C:4]([NH:6][C:7]1[C:20]2[C:19](=[O:21])[C:18]3[C:13](=[CH:14][CH:15]=[CH:16][C:17]=3[NH:22][C:23](=[O:27])[CH2:24][CH2:25]Cl)[C:12](=[O:28])[C:11]=2[CH:10]=[CH:9][CH:8]=1)=[O:5].[N:29]1[CH:34]=[CH:33][CH:32]=[CH:31][CH:30]=1.[CH2:35]([NH:38][CH2:39][CH2:40][CH3:41])[CH2:36][CH3:37].[CH2:42]1COCC1>>[CH2:34]([N:29]([CH2:30][CH2:31][CH3:42])[CH:24]([CH3:25])[C:23]([NH:22][C:17]1[C:18]2[C:19](=[O:21])[C:20]3[C:11](=[CH:10][CH:9]=[CH:8][C:7]=3[NH:6][C:4](=[O:5])[CH:3]([N:38]([CH2:39][CH2:40][CH3:41])[CH2:35][CH2:36][CH3:37])[CH3:2])[C:12](=[O:28])[C:13]=2[CH:14]=[CH:15][CH:16]=1)=[O:27])[CH2:33][CH3:32]. Procedure: Add 1,8-Bis(3-chloropropionamido)anthraquinone (compound 4, 0.42 g, 1.0 mmol) with pyridine (0.5 ml) and dipropylamine (0.7 ml, 6 mmole), dissolved in 20 ml dehydrated THF. The mixture is reacted in a mini-reactor. The reaction temperature is 70-80° C. in an oil bath and the reaction time is 6 hours. The reacted mixture is poured into 50 ml ice water, extracted with ethyl acetate and recrystallized from ethanol to get compound 4g. Starting materials: 2, [H][H] (hydrogen), CC(C)(C)[Si](C)(C)Cl (TBSCl), C1CCOC1 (THF), [H-].[Na+] (NaH). Solvent: CCOC(=O)C (EtOAc). Reaction conditions: time 8 hour. Product: [Si](C)(C)(C(C)(C)C)OC1=CC=C(C=O)C=C1 (4-{(t-Butyldimethylsilyl)oxy}benzaldehyde). Reaction SMILES: [CH2:1]1[CH2:5][O:4][CH2:3][CH2:2]1.[H-].[Na+].[H][H].[CH3:10][C:11]([Si:14](Cl)([CH3:16])[CH3:15])([CH3:13])[CH3:12]>CCOC(C)=O>[Si:14]([O:4][C:3]1[CH:2]=[CH:1][C:2]([CH:3]=[O:4])=[CH:1][CH:5]=1)([C:11]([CH3:13])([CH3:12])[CH3:10])([CH3:16])[CH3:15] |f:1.2|. Reported procedure: To a dry 100 ml round bottom flask was added 1.31 g of 2. To this was added 50 ml of dry THF, followed by the careful addition of 298 mg NaH (H2 is evolved). After evolution of hydrogen ceased, 1.93 g of TBSCl was added. The reaction was allowed to stir overnight. The solution was then diluted with 100 ml EtOAc, and washed sequentially with water and then brine. The organic layer was then dried with MgSO4 and the solvent removed by evaporation. NMR on the crude product corresponded with the prot... Reactants: CC(C)n1ncnc1-c1cn2c(n1)-c1ccc(NC(=O)OC(C)(C)C)cc1OCC2, ClCCl, O=C(O)C(F)(F)F. Product: CC(C)n1ncnc1-c1cn2c(n1)-c1ccc(N)cc1OCC2. Reaction SMILES: [CH:1]([CH3:2])([CH3:3])[n:4]1[n:5][cH:6][n:7][c:8]1-[c:9]1[n:10][c:11]2[n:12]([cH:30]1)[CH2:13][CH2:14][O:15][c:16]1[c:17]-2[cH:18][cH:19][c:20]([NH:22][C:23](=[O:24])[O:25][C:26]([CH3:27])([CH3:28])[CH3:29])[cH:21]1.[Cl:38][CH2:39][Cl:40].[OH:31][C:32]([C:33]([F:34])([F:35])[F:36])=[O:37]>>[CH:1]([CH3:2])([CH3:3])[n:4]1[n:5][cH:6][n:7][c:8]1-[c:9]1[n:10][c:11]2[n:12]([cH:30]1)[CH2:13][CH2:14][O:15][c:16]1[c:17]-2[cH:18][cH:19][c:20]([NH2:22])[cH:21]1. Reactants: C(C1=CC=CC=C1)OC(CNCC1=CC=C(C=C1)OC)=O ((4-methoxy-benzylamino)-acetic acid benzyl ester), OC1=NC=CC=C1 (2-hydroxypyridine), C=C1CC(=O)O1 (ketene dimer). Solvent: C1CCOC1 (THF). The product is C(C1=CC=CC=C1)OC(CN(C(CC(C)=O)=O)CC1=CC=C(C=C1)OC)=O ([(4-Methoxy-benzyl)-(3-oxo-butyryl)-amino]-acetic acid benzyl ester). Yield: 78.9%. Reaction SMILES: [CH2:1]([O:8][C:9](=[O:21])[CH2:10][NH:11][CH2:12][C:13]1[CH:18]=[CH:17][C:16]([O:19][CH3:20])=[CH:15][CH:14]=1)[C:2]1[CH:7]=[CH:6][CH:5]=[CH:4][CH:3]=1.OC1C=CC=CN=1.[CH2:29]=[C:30]1[O:34][C:32](=[O:33])[CH2:31]1>C1COCC1>[CH2:1]([O:8][C:9](=[O:21])[CH2:10][N:11]([CH2:12][C:13]1[CH:14]=[CH:15][C:16]([O:19][CH3:20])=[CH:17][CH:18]=1)[C:32](=[O:33])[CH2:31][C:30](=[O:34])[CH3:29])[C:2]1[CH:3]=[CH:4][CH:5]=[CH:6][CH:7]=1. Reported procedure: Prepared according to the representative procedure (Method B) using (4-methoxy-benzylamino)-acetic acid benzyl ester (910 mg, 3.19 mmol), 2-hydroxypyridine (304 mg, 3.20 mmol) in THF (25 mL), and ketene dimer (1.0 mL, 16 mmol). Purification by flash chromatography on SiO2 (1:4 EtOAc/hexanes) gave keto ester 54e (930 mg, 78%) as a colorless oil. Due to the presence of enol tautomers and amide rotamers, the NMR spectra of this compound is extremely complex and so line listing is not provided. Rf=0... Starting materials: CC=1N=CSC1C(=O)O (4-methylthiazole-5-carboxylic acid), ON1N=NC2=C1C=CC=C2 (1-hydroxybenzotriazole), CN(CCCN=C=NCC)C (N-(3-dimethylaminopropyl)-N′-ethylcarbodiimide), C(C)(C)N(C(C)C)CC (N,N-diisopropylethylamine), C(C1=CC=CC=C1)N (benzylamine). Solvent: ClCCl (dichloromethane), CN(C=O)C (N,N-dimethylformamide). Conditions: time 18 hour. Yields the product C(C1=CC=CC=C1)NC(=O)C1=C(N=CS1)C (N-benzyl-4-methylthiazole-5-carboxamide). The yield is 59.8%. As a reaction SMILES: [CH3:1][C:2]1[N:3]=[CH:4][S:5][C:6]=1[C:7]([OH:9])=O.ON1C2C=CC=CC=2N=N1.CN(C)CCCN=C=NCC.C(N(CC)C(C)C)(C)C.[CH2:40]([NH2:47])[C:41]1[CH:46]=[CH:45][CH:44]=[CH:43][CH:42]=1>CN(C)C=O.ClCCl>[CH2:40]([NH:47][C:7]([C:6]1[S:5][CH:4]=[N:3][C:2]=1[CH3:1])=[O:9])[C:41]1[CH:46]=[CH:45][CH:44]=[CH:43][CH:42]=1. Reported procedure: To a solution of 4-methylthiazole-5-carboxylic acid (5.00 g, 34.92 mmol) in anhydrous N,N-dimethylformamide (75 mL) was added 1-hydroxybenzotriazole (5.66 g, 41.91 mmol), N-(3-dimethylaminopropyl)-N′-ethylcarbodiimide (8.04 g, 41.91 mmol), N,N-diisopropylethylamine (18.23 mL, 104.76 mmol) and benzylamine (4.57 mL, 41.91 mmol). The reaction mixture was stirred at ambient temperature for 18 hours, diluted with dichloromethane (100 mL) and washed with saturated aqueous sodium bicarbonate solution (... Starting materials: C[SiH](C)OC(C)(C)C (t-butyl dimethyl silyl ether), BrC1=CC=C(C=C1)CCO (4-bromophenyl ethyl alcohol), Cl (hydrochloric acid), B(OC)(OC)OC (trimethyl borate), [Mg] (Magnesium), BrC(C)Br (dibromoethane), [Mg] (magnesium), Grignard reagent. Solvent: O1CCCC1 (tetrahydrofuran), O1CCCC1 (tetrahydrofuran), O1CCCC1 (tetrahydrofuran). Conditions: time 8 hour. Product: OCCC1=CC=C(C=C1)B(O)O (4-(2-hydroxy ethyl)phenyl boronic acid). Reaction SMILES: [Mg].C[SiH](OC(C)(C)C)C.Br[C:11]1[CH:16]=[CH:15][C:14]([CH2:17][CH2:18][OH:19])=[CH:13][CH:12]=1.BrC(Br)C.[B:24](OC)([O:27]C)[O:25]C.Cl>O1CCCC1>[OH:19][CH2:18][CH2:17][C:14]1[CH:15]=[CH:16][C:11]([B:24]([OH:27])[OH:25])=[CH:12][CH:13]=1. Procedure: To a suspension of magnesium (0.264 g, 11 mmol) in dry tetrahydrofuran (10 ml) under nitrogen gas was added dropwise over 1/2 hour the t-butyl dimethyl silyl ether of 4-bromophenyl ethyl alcohol (a, 3.45 g, 10.9 mmol) in tetrahydrofuran (10 ml). Magnesium was then activated by the addition of dibromoethane (0.1 g). The metal went into solution slowly over a period of 8 hours. The Grignard reagent was then cooled to -78° C. and treated with freshly distilled trimethyl borate (1.15 g, 11 mmol) add... Reactants: COc1nc2nc(SCc3cccc(F)c3F)nc(Cl)c2s1, Cl, C1COCCO1, O. Product: O=c1[nH]c2nc(SCc3cccc(F)c3F)nc(Cl)c2s1. As a reaction SMILES: [Cl:1][c:2]1[c:3]2[c:4]([n:5][c:6]([S:8][CH2:9][c:10]3[c:11]([F:17])[c:12]([F:16])[cH:13][cH:14][cH:15]3)[n:7]1)[n:18][c:19]([O:21][CH3:22])[s:20]2.[ClH:23].[O:25]1[CH2:26][CH2:27][O:28][CH2:29][CH2:30]1.[OH2:24]>>[Cl:1][c:2]1[c:3]2[c:4]([n:5][c:6]([S:8][CH2:9][c:10]3[c:11]([F:17])[c:12]([F:16])[cH:13][cH:14][cH:15]3)[n:7]1)[nH:18][c:19](=[O:21])[s:20]2.